This data is from the Open Reaction Database (ORD), a public repository of structured organic reaction records. The task is: describe an organic reaction: reactants, conditions, products, and yield Reactants: C(C)(=O)O.C(C1=CC=CC=C1)OC(=O)N1[C@@H](CCC1=O)C(=O)N[C@@H](CC1=CNC=N1)C(=O)N1[C@H](C(=O)NCCC(=O)N)CCC1.C(C1=CC=CC=C1)OC(=O)N1[C@@H](CCC1=O)C(=O)N[C@@H](CC1=CNC=N1)C(=O)N1[C@H](C(=O)NCCC(=O)N)CCC1 (benzyloxycarbonyl-L-pyroglutamyl-L-histidyl-L-prolyl-β-alaninamide hemiacetate). The solvent is 0.5-N, C(C)(=O)O (acetic acid), [Pd] (palladium/carbon). Yields the product C(C)(=O)O.N1[C@@H](CCC1=O)C(=O)N[C@@H](CC1=CNC=N1)C(=O)N1[C@H](C(=O)NCCC(=O)N)CCC1 (L-pyroglutamyl-L-histidyl-L-prolyl-β-alaninamide acetate). As a reaction SMILES: [C:1]([OH:4])(=[O:3])[CH3:2].C(OC([N:15]1[C:19](=[O:20])[CH2:18][CH2:17][C@H:16]1[C:21]([NH:23][C@H:24]([C:31]([N:33]1[CH2:45][CH2:44][CH2:43][C@H:34]1[C:35]([NH:37][CH2:38][CH2:39][C:40]([NH2:42])=[O:41])=[O:36])=[O:32])[CH2:25][C:26]1[N:30]=[CH:29][NH:28][CH:27]=1)=[O:22])=O)C1C=CC=CC=1.C(OC(N1C(=O)CC[C@H]1C(N[C@H](C(N1CCC[C@H]1C(NCCC(N)=O)=O)=O)CC1N=CNC=1)=O)=O)C1C=CC=CC=1>C(O)(=O)C.[Pd]>[C:1]([OH:4])(=[O:3])[CH3:2].[NH:15]1[C:19](=[O:20])[CH2:18][CH2:17][C@H:16]1[C:21]([NH:23][C@H:24]([C:31]([N:33]1[CH2:45][CH2:44][CH2:43][C@H:34]1[C:35]([NH:37][CH2:38][CH2:39][C:40]([NH2:42])=[O:41])=[O:36])=[O:32])[CH2:25][C:26]1[N:30]=[CH:29][NH:28][CH:27]=1)=[O:22] |f:0.1.2,5.6|. Procedure: 100 mg of benzyloxycarbonyl-L-pyroglutamyl-L-histidyl-L-prolyl-β-alaninamide hemiacetate were dissolved in 20 ml of 0.5-N acetic acid and hydrogenated with the addition of palladium/carbon. The catalyst was filtered off and the filtrate lyophilised. Yield: 80 mg. The reactants are ClC=1C=CC(N(C1)C1=NC=C(C=C1)CC=1N=CN(C1)C(C1=CC=CC=C1)(C1=CC=CC=C1)C1=CC=CC=C1)=O (5-chloro-5'-(1-trityl-1H-imidazol-4-ylmethyl)-[1,2']bipyridinyl-2-one), C(C1=CC=CC=C1)Br (benzyl bromide). Run in CC#N (CH3CN). Run at temperature 50 celsius. Product: [NH4+].[OH-] (NH4OH), C(C1=CC=CC=C1)N1C=NC=C1CC=1C=CC(=NC1)N1C(C=CC(=C1)Cl)=O (5'-(3-Benzyl-3H-imidazol-4-ylmethyl)-5-chloro-[1,2']bipyridinyl-2-one). Yield: 0.4%. Reaction SMILES: [Cl:1][C:2]1[CH:3]=[CH:4][C:5](=[O:39])[N:6]([C:8]2[CH:13]=[CH:12][C:11]([CH2:14][C:15]3[N:16]=[CH:17][N:18](C(C4C=CC=CC=4)(C4C=CC=CC=4)C4C=CC=CC=4)[CH:19]=3)=[CH:10][N:9]=2)[CH:7]=1.[CH2:40](Br)[C:41]1[CH:46]=[CH:45][CH:44]=[CH:43][CH:42]=1>CC#N>[NH4+:6].[OH-:39].[CH2:40]([N:16]1[C:15]([CH2:14][C:11]2[CH:12]=[CH:13][C:8]([N:6]3[CH:7]=[C:2]([Cl:1])[CH:3]=[CH:4][C:5]3=[O:39])=[N:9][CH:10]=2)=[CH:19][N:18]=[CH:17]1)[C:41]1[CH:46]=[CH:45][CH:44]=[CH:43][CH:42]=1 |f:3.4|. Reported procedure: A mixture of 5-chloro-5'-(1-triphenylmethyl-1H-imidazol-4-ylmethyl)-[1,2']bipyridinyl-2-one from Example 23, Step 5 (0.10 g, 0.189 mmol) and benzyl bromide (0.036 g, 0.208 mmol) in CH3CN (1 mL) was heated at 50° C. for 18 h. The solvent was removed in vacuo and the residue was heated to reflux in MeOH (3 mL) for 1 h, then concentrated under reduced pressure. The residue was partitioned between saturated NaHCO3 (3 mL) and CH2Cl2 (3 mL). The organic layer was removed and the aqueous phase extracte...